Task: describe an organic reaction: reactants, conditions, products, and yield. Dataset: the Open Reaction Database (ORD), a public repository of structured organic reaction records Starting materials: BrCc1cccc2ccccc12, O=C([O-])[O-], CN(C)C=O, [K+], [K+], COC(=O)c1cc(N2CCOCC2)cc2nc(C(F)(F)F)[nH]c12. Yields the product COC(=O)c1cc(N2CCOCC2)cc2c1nc(C(F)(F)F)n2Cc1cccc2ccccc12. RXN SMILES: [Br:30][CH2:31][c:32]1[cH:33][cH:34][cH:35][c:36]2[cH:37][cH:38][cH:39][cH:40][c:41]12.[C:24](=[O:25])([O-:26])[O-:27].[CH3:42][N:43]([CH3:44])[CH:45]=[O:46].[K+:28].[K+:29].[O:1]1[CH2:2][CH2:3][N:4]([c:7]2[cH:8][c:9]3[c:10]([nH:11][c:12]([C:14]([F:15])([F:16])[F:17])[n:13]3)[c:18]([C:20](=[O:21])[O:22][CH3:23])[cH:19]2)[CH2:5][CH2:6]1>>[O:1]1[CH2:2][CH2:3][N:4]([c:7]2[cH:8][c:9]3[c:10]([n:11][c:12]([C:14]([F:15])([F:16])[F:17])[n:13]3[CH2:31][c:32]3[cH:33][cH:34][cH:35][c:36]4[cH:37][cH:38][cH:39][cH:40][c:41]34)[c:18]([C:20](=[O:21])[O:22][CH3:23])[cH:19]2)[CH2:5][CH2:6]1. Yields the product BrC1=CC(=C(CC(C(C(=O)Cl)=NOC)C(CCCC)=O)C=C1)F (3-(4-Bromo-2-fluorobenzyl)-2-methoxyimino-4-oxooctanoyl Chloride). As a reaction SMILES: [Br:1][C:2]1[CH:22]=[CH:21][C:5]([CH2:6][CH:7]([C:15](=[O:20])[CH2:16][CH2:17][CH2:18][CH3:19])[C:8](=[N:12][O:13][CH3:14])[C:9](O)=[O:10])=[C:4]([F:23])[CH:3]=1.S(Cl)([Cl:26])=O>>[Br:1][C:2]1[CH:22]=[CH:21][C:5]([CH2:6][CH:7]([C:15](=[O:20])[CH2:16][CH2:17][CH2:18][CH3:19])[C:8](=[N:12][O:13][CH3:14])[C:9]([Cl:26])=[O:10])=[C:4]([F:23])[CH:3]=1. Starting materials: BrC1=CC(=C(CC(C(C(=O)O)=NOC)C(CCCC)=O)C=C1)F (3-(4-Bromo-2-fluorobenzyl)-2-methoxyimino-4-oxooctanoic Acid), S(=O)(Cl)Cl (thionyl chloride). Reported procedure: The title compound is prepared by reaction of 3-(4-bromo-2-fluorobenzyl)-2-methoxyimino-4-oxooctanoic acid (from Step F) with thionyl chloride according to the procedure of Example 4, Step D. The material is used without purification in the next step.